describe an organic reaction: reactants, conditions, products, and yield From a dataset of the Open Reaction Database (ORD), a public repository of structured organic reaction records. Reactants: ClC=1C=C(C=CC1)CC(C(=O)O)C1=CC=C(C=C1)Cl (3-chloro-α-(4-chlorophenyl)benzenepropanoic acid). The solvent is S(=O)(Cl)Cl (thionyl chloride). Conditions: temperature 0 celsius, time 8 hour. Product: ClC=1C=C2CC(C(C2=CC1)=O)C1=CC=C(C=C1)Cl (5-chloro-2-(4-chlorophenyl)-2,3-dihydro-1H-inden-1-one). As a reaction SMILES: [Cl:1][C:2]1[CH:3]=[C:4]([CH2:8][CH:9]([C:13]2[CH:18]=[CH:17][C:16]([Cl:19])=[CH:15][CH:14]=2)[C:10]([OH:12])=O)[CH:5]=[CH:6][CH:7]=1>S(Cl)(Cl)=O>[Cl:1][C:2]1[CH:3]=[C:4]2[C:5](=[CH:6][CH:7]=1)[C:10](=[O:12])[CH:9]([C:13]1[CH:18]=[CH:17][C:16]([Cl:19])=[CH:15][CH:14]=1)[CH2:8]2. Procedure details: The crude product from Step A was combined with 50 ml of thionyl chloride and then heated at reflux for 2 hours. Thionyl chloride was removed by concentration at reduced pressure and then the mixture was concentrated several times from carbon tetrachloride. The residue was combined with 200 ml of dichloroethane, cooled under nitrogen to 0° C., and 24.5 g of aluminum trichloride was then added. After stirring overnight the reaction was poured onto a mixture of ice in 1N hydrochloric acid, extract... Starting materials: C1(CCCCC1)NC([C@@H](NC(=O)OC(C)(C)C)CC1=CC=C(C=C1)OCC1=CC=CC=C1)=O (N-(t-butyloxycarbonyl)-4-benzyloxy-L-phenylalanine cyclohexylamide), C1=CCCCC1 (cyclohexene). Reagents/catalysts: [Pd] (palladium black). Run in C(C)O (ethanol), C(C)O (ethanol). Product: C1(CCCCC1)NC([C@@H](NC(=O)OC(C)(C)C)CC1=CC=C(C=C1)O)=O (t-butyloxycarbonyl-4-hydroxy-L-phenylalanine cyclohexylamide). Yield: 99.2%. RXN SMILES: [CH:1]1([NH:7][C:8](=[O:33])[C@H:9]([CH2:18][C:19]2[CH:24]=[CH:23][C:22]([O:25]CC3C=CC=CC=3)=[CH:21][CH:20]=2)[NH:10][C:11]([O:13][C:14]([CH3:17])([CH3:16])[CH3:15])=[O:12])[CH2:6][CH2:5][CH2:4][CH2:3][CH2:2]1.C1CCCCC=1>[Pd].C(O)C>[CH:1]1([NH:7][C:8](=[O:33])[C@H:9]([CH2:18][C:19]2[CH:24]=[CH:23][C:22]([OH:25])=[CH:21][CH:20]=2)[NH:10][C:11]([O:13][C:14]([CH3:16])([CH3:15])[CH3:17])=[O:12])[CH2:6][CH2:5][CH2:4][CH2:3][CH2:2]1. Reported procedure: A mixture of N-(t-butyloxycarbonyl)-4-benzyloxy-L-phenylalanine cyclohexylamide (0.68 g) obtained in Example 4, palladium black (0.10 g), cyclohexene (4 ml), and ethanol (20 ml) was allowed to react under reflux of ethanol for one hour, while stirring. After cooling, the solid was filtered off and the filtrate was concentrated under reduced pressure to obtain N-(t-butyloxycarbonyl-4-hydroxy-L-phenylalanine cyclohexylamide (I) (0.54 g). The compound (I) (0.54 g) was dissolved, without purificatio... Reactants: BrC=1C=NC(=NC1)NC1CC1 (5-Bromo-N-cyclopropylpyrimidin-2-amine), CN(C)C=O (DMF), C[Si](C)(C)C#C (trimethylsilylacetylene), CCN(C(C)C)C(C)C (DIPEA). Reagents/catalysts: C=1C=CC(=CC1)[P](C=2C=CC=CC2)(C=3C=CC=CC3)[Pd]([P](C=4C=CC=CC4)(C=5C=CC=CC5)C=6C=CC=CC6)([P](C=7C=CC=CC7)(C=8C=CC=CC8)C=9C=CC=CC9)[P](C=1C=CC=CC1)(C=1C=CC=CC1)C=1C=CC=CC1 (Pd(PPh3)4), [Cu]I (CuI). The solvent is O (water). Reaction conditions: temperature 80 celsius, time 15 hour. The product is C1(CC1)NC1=NC=C(C=N1)C#C[Si](C)(C)C (N-cyclopropyl-5-(2-(trimethylsilyl)ethynyl)pyrimidin-2-amine). Isolated yield 95.1%. Reaction SMILES: Br[C:2]1[CH:3]=[N:4][C:5]([NH:8][CH:9]2[CH2:11][CH2:10]2)=[N:6][CH:7]=1.[CH3:12][Si:13]([C:16]#[CH:17])([CH3:15])[CH3:14].CCN(C(C)C)C(C)C.CN(C=O)C>C1C=CC([P]([Pd]([P](C2C=CC=CC=2)(C2C=CC=CC=2)C2C=CC=CC=2)([P](C2C=CC=CC=2)(C2C=CC=CC=2)C2C=CC=CC=2)[P](C2C=CC=CC=2)(C2C=CC=CC=2)C2C=CC=CC=2)(C2C=CC=CC=2)C2C=CC=CC=2)=CC=1.[Cu]I.O>[CH:9]1([NH:8][C:5]2[N:4]=[CH:3][C:2]([C:17]#[C:16][Si:13]([CH3:15])([CH3:14])[CH3:12])=[CH:7][N:6]=2)[CH2:11][CH2:10]1 |^1:35,37,56,75|. Procedure: 5-Bromo-N-cyclopropylpyrimidin-2-amine (1.06 g, 5 mmol), trimethylsilylacetylene (2.5 g, 25 mmol), Pd(PPh3)4 (289 mg, 0.25 mmol) and CuI (71 mg, 0.375 mmol) were placed in a two neck flask with a rubber plug. The mixture underwent 3 cycles of vacuum and filling with Ar2, a solution of DIPEA (968 mg, 0.45 mmol) and DMF (10 mL) was injected to the flask. The mixture was stirred at 80° C. for 15 hrs, and then was poured into 50 mL water, extracted with EtOAc (30 mL×3), organic layer was washed with... Reactants: CCO, COc1ccc(C(=O)Nc2c(C)c(C)c3oc(C)c(-c4ccc(F)cc4)c3c2C)cc1. Product: COc1ccc(CNc2c(C)c(C)c3oc(C)c(-c4ccc(F)cc4)c3c2C)cc1. As a reaction SMILES: [CH3:32][CH2:33][OH:34].[F:1][c:2]1[cH:3][cH:4][c:5](-[c:8]2[c:9]([CH3:31])[o:10][c:11]3[c:12]2[c:13]([CH3:30])[c:14]([NH:19][C:20]([c:21]2[cH:22][cH:23][c:24]([O:27][CH3:28])[cH:25][cH:26]2)=[O:29])[c:15]([CH3:18])[c:16]3[CH3:17])[cH:6][cH:7]1>>[F:1][c:2]1[cH:3][cH:4][c:5](-[c:8]2[c:9]([CH3:31])[o:10][c:11]3[c:12]2[c:13]([CH3:30])[c:14]([NH:19][CH2:20][c:21]2[cH:22][cH:23][c:24]([O:27][CH3:28])[cH:25][cH:26]2)[c:15]([CH3:18])[c:16]3[CH3:17])[cH:6][cH:7]1. Reactants: [Si](C)(C)(C(C)(C)C)OCCCN1C(N(C=2N=C(N(C2C1=O)CC1=CC=C(C=C1)Cl)C(C)O)C)=O (1-(3-((tert-butyldimethysilyl)oxy)propyl)-7-(4-chlorobenzyl)-8-(1-hydroxyethyl)-3-methyl-1H-purine-2,6(3H,7H)-dione), Cl (HCl). Run in C(C)O (ethanol), O (water). Run at time 1 hour. Yields the product ClC1=CC=C(CN2C(=NC=3N(C(N(C(C23)=O)CCCO)=O)C)C(C)O)C=C1 (7-(4-chlorobenzyl)-8-(1-hydroxyethyl)-1-(3-hydroxypropyl)-3-methyl-1H-purine-2,6(3H,7H)-dione). Yield: 29.8%. RXN SMILES: [Si]([O:8][CH2:9][CH2:10][CH2:11][N:12]1[C:20](=[O:21])[C:19]2[N:18]([CH2:22][C:23]3[CH:28]=[CH:27][C:26]([Cl:29])=[CH:25][CH:24]=3)[C:17]([CH:30]([OH:32])[CH3:31])=[N:16][C:15]=2[N:14]([CH3:33])[C:13]1=[O:34])(C(C)(C)C)(C)C.Cl>C(O)C.O>[Cl:29][C:26]1[CH:25]=[CH:24][C:23]([CH2:22][N:18]2[C:19]3[C:20](=[O:21])[N:12]([CH2:11][CH2:10][CH2:9][OH:8])[C:13](=[O:34])[N:14]([CH3:33])[C:15]=3[N:16]=[C:17]2[CH:30]([OH:32])[CH3:31])=[CH:28][CH:27]=1. Reported procedure: Step 2 1-(3-((tert-butyldimethysilyl)oxy)propyl)-7-(4-chlorobenzyl)-8-(1-hydroxyethyl)-3-methyl-1H-purine-2,6(3H,7H)-dione (0.052 g, 0.10 mmoL) was dissolved in ethanol (2 mL) and 6N aqueous HCl (0.5 mL) was added. The clear solution was stirred at room temperature for 1 h. The reaction was diluted with water (25 mL) and extracted with DCM (3×25 mL). The combined organic extracts were dried with magnesium sulfate, filtered and the solvent removed under reduced pressure to a golden oil. The oil w...